This data is from the Open Reaction Database (ORD), a public repository of structured organic reaction records. The task is: describe an organic reaction: reactants, conditions, products, and yield Starting materials: ClC1=CC=C(C=C1)SC1=C(NC2=CC=CC(=C12)I)C (3-[(4-chlorophenyl)thio]-4-iodo-2-methyl-1H-indole), FC(C(=O)O)(F)F (trifluoroacetic acid), Cl (HCl), CC#N.N (MeCN NH3). Run in ClCCl (dichloromethane), O (water). Conditions: time 8 hour. Yields the product ClC1=CC=C(C=C1)SC1=C(N(C2=CC=CC(=C12)C1=CC=CC=C1)CC(=O)O)C (3-[(4-chlorophenyl)thio]-2-methyl-4-phenyl-1H-indole-1-acetic acid). Reaction SMILES: [Cl:1][C:2]1[CH:7]=[CH:6][C:5]([S:8][C:9]2[C:17]3[C:12](=[CH:13][CH:14]=[CH:15][C:16]=3I)[NH:11][C:10]=2[CH3:19])=[CH:4][CH:3]=1.F[C:21](F)(F)[C:22]([OH:24])=[O:23].[CH3:27][C:28]#N.N.Cl>ClCCl.O>[Cl:1][C:2]1[CH:7]=[CH:6][C:5]([S:8][C:9]2[C:17]3[C:12](=[CH:13][CH:14]=[CH:15][C:16]=3[C:28]3[CH:27]=[CH:4][CH:3]=[CH:2][CH:7]=3)[N:11]([CH2:21][C:22]([OH:24])=[O:23])[C:10]=2[CH3:19])=[CH:4][CH:3]=1 |f:2.3|. Procedure details: To a solution of the product from part (i) (0.4 g) in dichloromethane (10 ml) was added trifluoroacetic acid (2 ml), the reaction was stirred at room temperature overnight. The reaction was concentrated in vacuo and the residue dissolved/suspended in water. The pH was adjusted to 2 using 2M HCl(aq) and the solid which precipitated was isolated by filtration. This was purifed using reverse phase preparative HPLC (MeCN/NH3(aq) as eluent) to give a solid. The solid was suspended in water and the pH... Starting materials: CSc1nccc(-n2ccc3c(Br)cccc32)n1, CC(C)(C)[O-], CS(=O)(=O)C1CCNCC1, Cl, [Na+], C1COCCO1. Product: CSc1nccc(-n2ccc3c(N4CCC(S(C)(=O)=O)CC4)cccc32)n1. Reaction SMILES: [Br:18][c:19]1[c:20]2[cH:21][cH:22][n:23](-[c:28]3[n:29][c:30]([S:34][CH3:35])[n:31][cH:32][cH:33]3)[c:24]2[cH:25][cH:26][cH:27]1.[CH3:12][C:13]([CH3:14])([O-:15])[CH3:16].[CH3:2][S:3](=[O:4])(=[O:5])[CH:6]1[CH2:7][CH2:8][NH:9][CH2:10][CH2:11]1.[ClH:1].[Na+:17].[O:36]1[CH2:37][CH2:38][O:39][CH2:40][CH2:41]1>>[CH3:2][S:3](=[O:4])(=[O:5])[CH:6]1[CH2:7][CH2:8][N:9]([c:19]2[c:20]3[cH:21][cH:22][n:23](-[c:28]4[n:29][c:30]([S:34][CH3:35])[n:31][cH:32][cH:33]4)[c:24]3[cH:25][cH:26][cH:27]2)[CH2:10][CH2:11]1. Procedure: Magnesium turnings (2.60 g) in a flask were stirred vigorously under vacuum at room temperature for 12 h and then the flask was filled with nitrogen gas. THF (20 mL) was added followed by the addition of one crystal of 12. The mixture was cooled to 0° C. and a solution of 5-bromo-2-chloroanisole (6.64 g) in THF (100 mL) was added in a period of 10 min. The mixture was warmed up to room temperature and stirred at room temperature for 15 min before it was heated to 45° C. for 2 h to provide a solu... RXN SMILES: [Mg].Br[C:3]1[CH:4]=[CH:5][C:6]([Cl:11])=[C:7]([O:9][CH3:10])[CH:8]=1.[C:12]([N:19]1[CH2:24][CH2:23][CH2:22][CH2:21][C:20]1=O)([O:14][C:15]([CH3:18])([CH3:17])[CH3:16])=[O:13].C1C[O:29]CC1>>[C:15]([O:14][C:12]([N:19]1[CH2:24][CH2:23][C:22]([C:3]2[CH:4]=[CH:5][C:6]([Cl:11])=[C:7]([O:9][CH3:10])[CH:8]=2)([OH:29])[CH2:21][CH2:20]1)=[O:13])([CH3:18])([CH3:17])[CH3:16]. Reaction conditions: temperature 0 celsius, time 15 minute. The product is C(C)(C)(C)OC(=O)N1CCC(CC1)(O)C1=CC(=C(C=C1)Cl)OC (4-(4-Chloro-3-methoxy-phenyl)-4-hydroxy-piperidine-1-carboxylic acid tert-butyl ester). The reactants are [Mg] (Magnesium), BrC=1C=CC(=C(C1)OC)Cl (5-bromo-2-chloroanisole), C1CCOC1 (THF), C1CCOC1 (THF), 12, resultant mixture, C(=O)(OC(C)(C)C)N1C(CCCC1)=O (N-Boc-piperidone).